Dataset: the Open Reaction Database (ORD), a public repository of structured organic reaction records. Task: describe an organic reaction: reactants, conditions, products, and yield The reactants are C1CNCCN1, Cc1ccccc1, COc1cc(NCCCCCCCl)c2nccc(C)c2c1. Product: COc1cc(NCCCCCCN2CCNCC2)c2nccc(C)c2c1. RXN SMILES: [CH2:22]1[CH2:23][NH:24][CH2:25][CH2:26][NH:27]1.[CH3:28][c:29]1[cH:30][cH:31][cH:32][cH:33][cH:34]1.[Cl:1][CH2:2][CH2:3][CH2:4][CH2:5][CH2:6][CH2:7][NH:8][c:9]1[cH:10][c:11]([O:20][CH3:21])[cH:12][c:13]2[c:14]([CH3:19])[cH:15][cH:16][n:17][c:18]12>>[CH2:2]([CH2:3][CH2:4][CH2:5][CH2:6][CH2:7][NH:8][c:9]1[cH:10][c:11]([O:20][CH3:21])[cH:12][c:13]2[c:14]([CH3:19])[cH:15][cH:16][n:17][c:18]12)[N:24]1[CH2:23][CH2:22][NH:27][CH2:26][CH2:25]1. The reactants are C(CCC)C1=CC=C(C=C1)C#CC1=CC=C(CNCC2=CC=C(C(=O)OC)C=C2)C=C1 (methyl 4-[({4-[(4-butylphenyl)ethynyl]benzyl}amino)methyl]benzoate), C(C)(C)(C)C1=CC=C(C(=O)Cl)C=C1 (4-tert-butylbenzoyl chloride). Product: C(C)(C)(C)C1=CC=C(C(=O)N(CC2=CC=C(C=C2)C#CC2=CC=C(C=C2)CCCC)CC2=CC=C(C(=O)OC)C=C2)C=C1 (methyl 4-[((4-tert-butylbenzoyl){4-[(4-butylphenyl)ethynyl]benzyl}amino)-methyl]benzoate). RXN SMILES: [CH2:1]([C:5]1[CH:10]=[CH:9][C:8]([C:11]#[C:12][C:13]2[CH:31]=[CH:30][C:16]([CH2:17][NH:18][CH2:19][C:20]3[CH:29]=[CH:28][C:23]([C:24]([O:26][CH3:27])=[O:25])=[CH:22][CH:21]=3)=[CH:15][CH:14]=2)=[CH:7][CH:6]=1)[CH2:2][CH2:3][CH3:4].[C:32]([C:36]1[CH:44]=[CH:43][C:39]([C:40](Cl)=[O:41])=[CH:38][CH:37]=1)([CH3:35])([CH3:34])[CH3:33]>>[C:32]([C:36]1[CH:37]=[CH:38][C:39]([C:40]([N:18]([CH2:19][C:20]2[CH:29]=[CH:28][C:23]([C:24]([O:26][CH3:27])=[O:25])=[CH:22][CH:21]=2)[CH2:17][C:16]2[CH:15]=[CH:14][C:13]([C:12]#[C:11][C:8]3[CH:7]=[CH:6][C:5]([CH2:1][CH2:2][CH2:3][CH3:4])=[CH:10][CH:9]=3)=[CH:31][CH:30]=2)=[O:41])=[CH:43][CH:44]=1)([CH3:35])([CH3:33])[CH3:34]. Procedure: The titled compound was prepared following the procedure E using methyl 4-[({4-[(4-butylphenyl)ethynyl]benzyl}amino)methyl]benzoate and 4-tert-butylbenzoyl chloride as a colorless oil (63%). 1H NMR (CDCl3, 300 MHz) δ 8.02 (d, J=8.3 Hz, 2H), 7.50 (d, J=8.3 Hz, 2H), 7.48-7.29 (m, 7H), 7.28-7.07 (m, 5H), 4.80-4.62 (m, 2H), 4.55-4.40 (m, 2H), 3.92 (s, 3H), 2.61 (t, J=7.7 Hz, 2H), 1.66-1.53 (m, 2H), 1.40-1.23 (m, 11H), 0.92 (t, J=7.4 Hz, 3H). M+ (ESI): 572.5. HPLC, Rt: 6.22 min (Purity: 99.5%).